From a dataset of the Open Reaction Database (ORD), a public repository of structured organic reaction records. describe an organic reaction: reactants, conditions, products, and yield Reactants: CN(C)C=O, Cc1ccccc1, COC(=O)c1ccc(Cl)c(C(=O)O)c1Cl, O=S(Cl)Cl. Product: COC(=O)c1ccc(Cl)c(C(=O)Cl)c1Cl. Reaction SMILES: [CH3:1][N:2]([CH3:3])[CH:4]=[O:5].[CH3:25][c:26]1[cH:27][cH:28][cH:29][cH:30][cH:31]1.[Cl:10][c:11]1[c:12]([C:13](=[O:14])[O:15][CH3:16])[cH:17][cH:18][c:19]([Cl:24])[c:20]1[C:21](=[O:22])[OH:23].[S:6]([Cl:7])([Cl:8])=[O:9]>>[Cl:8][C:21]([c:20]1[c:11]([Cl:10])[c:12]([C:13](=[O:14])[O:15][CH3:16])[cH:17][cH:18][c:19]1[Cl:24])=[O:22]. Reactants: C(#C)C1=C(CCCC1(C)C)C (2-ethynyl-1,3,3-trimethyl-1-cyclohexene), C(C)OC(\C=C(\C=C\C1=C(CCC1)Br)/C)=O ((2E,4E)-5-(2-Bromo-cyclopent-1-enyl)3-methyl-penta-2,4-dienoic acid ethyl ester), C#C (acetylene), P(C1=CC=CC=C1)(C1=CC=CC=C1)C1=CC=CC=C1 ((Ph)3P), N1CCCCC1 (piperidine). The reagents and catalysts are C=1C=CC(=CC1)[P](C=2C=CC=CC2)(C=3C=CC=CC3)[Pd]([P](C=4C=CC=CC4)(C=5C=CC=CC5)C=6C=CC=CC6)([P](C=7C=CC=CC7)(C=8C=CC=CC8)C=9C=CC=CC9)[P](C=1C=CC=CC1)(C=1C=CC=CC1)C=1C=CC=CC1 (Pd(Ph3P)4), [Cu]I (CuI). Run in C1=CC=CC=C1 (benzene), C1=CC=CC=C1 (benzene). Reaction conditions: time 4.5 hour. Product: C(C)OC(C=CC=C)=O (penta-2,4-dienoic acid ethyl ester). Reaction SMILES: [CH2:1]([O:3][C:4](=[O:16])/[CH:5]=[C:6](\C)/[CH:7]=[CH:8]/C1CCCC=1Br)[CH3:2].P(C1C=CC=CC=1)(C1C=CC=CC=1)C1C=CC=CC=1.N1CCCCC1.C(C1C(C)(C)CCCC=1C)#C.C#C>C1C=CC=CC=1.C1C=CC([P]([Pd]([P](C2C=CC=CC=2)(C2C=CC=CC=2)C2C=CC=CC=2)([P](C2C=CC=CC=2)(C2C=CC=CC=2)C2C=CC=CC=2)[P](C2C=CC=CC=2)(C2C=CC=CC=2)C2C=CC=CC=2)(C2C=CC=CC=2)C2C=CC=CC=2)=CC=1.[Cu]I>[CH2:1]([O:3][C:4](=[O:16])[CH:5]=[CH:6][CH:7]=[CH2:8])[CH3:2] |^1:64,66,85,104|. Reported procedure: (2E,4E)-5-(2-Bromo-cyclopent-1-enyl)3-methyl-penta-2,4-dienoic acid ethyl ester (1.43 g) was dissolved in 5 ml of benzene. At ambient temperature was added successively: 293 mg of Pd(Ph3P)4, 95 mg of CuI, 147 mg of (Ph)3P, and 8 ml of piperidine. To this mixture was added via dropping funnel within 1 hour 2-ethynyl-1,3,3-trimethyl-1-cyclohexene (745 mg) dissolved in 5 ml of benzene. After 4.5 hours, additional acetylene (350 mg) was added and stirring continued for 30 minutes. The mixture was th...